Dataset: the Open Reaction Database (ORD), a public repository of structured organic reaction records. Task: describe an organic reaction: reactants, conditions, products, and yield The reactants are COC(C1=CC(=C(C=C1)OC)Br)=O (3-Bromo-4-methoxybenzoic acid methyl ester), FC=1C=C(C=CC1OC)B(O)O (3-fluoro-4-methoxyphenylboronic acid), C([O-])(O)=O.[Na+] (sodium bicarbonate), C1(=CC=CC=C1)C (toluene). Reagents/catalysts: [Pd].C1(=CC=CC=C1)P(C1=CC=CC=C1)C1=CC=CC=C1.C1(=CC=CC=C1)P(C1=CC=CC=C1)C1=CC=CC=C1.C1(=CC=CC=C1)P(C1=CC=CC=C1)C1=CC=CC=C1.C1(=CC=CC=C1)P(C1=CC=CC=C1)C1=CC=CC=C1 (Tetrakis(triphenylphosphine)-palladium(0)). The solvent is O (water). The product is COC(=O)C=1C=C(C(=CC1)OC)C1=CC(=C(C=C1)OC)F (3′-Fluoro-6,4′-dimethoxy-biphenyl-3-carboxylic acid methyl ester). The yield is 84.4%. RXN SMILES: [CH3:1][O:2][C:3](=[O:13])[C:4]1[CH:9]=[CH:8][C:7]([O:10][CH3:11])=[C:6](Br)[CH:5]=1.[F:14][C:15]1[CH:16]=[C:17](B(O)O)[CH:18]=[CH:19][C:20]=1[O:21][CH3:22].C(=O)(O)[O-].[Na+].C1(C)C=CC=CC=1>[Pd].C1(P(C2C=CC=CC=2)C2C=CC=CC=2)C=CC=CC=1.C1(P(C2C=CC=CC=2)C2C=CC=CC=2)C=CC=CC=1.C1(P(C2C=CC=CC=2)C2C=CC=CC=2)C=CC=CC=1.C1(P(C2C=CC=CC=2)C2C=CC=CC=2)C=CC=CC=1.O>[CH3:1][O:2][C:3]([C:4]1[CH:5]=[C:6]([C:17]2[CH:18]=[CH:19][C:20]([O:21][CH3:22])=[C:15]([F:14])[CH:16]=2)[C:7]([O:10][CH3:11])=[CH:8][CH:9]=1)=[O:13] |f:2.3,5.6.7.8.9|. Reported procedure: 3-Bromo-4-methoxybenzoic acid methyl ester (500 mg, 2.04 mmol), 3-fluoro-4-methoxyphenylboronic acid (381 mg, 2.24 mmol), Tetrakis(triphenylphosphine)-palladium(0) (117 mmol, 0.10 mmol), and sodium bicarbonate (514 mg, 6.12 mmol) were partitioned between toluene (5 ml) and water (5 ml) and stirred in reflux for 36 hours. The mixture was partitioned between ethyl acetate and water, the combined organic extracts were dried over sodium sulfate and evaporated to dryness. The raw material was purifie...